From a dataset of the Open Reaction Database (ORD), a public repository of structured organic reaction records. describe an organic reaction: reactants, conditions, products, and yield The reactants are C([O-])(O)=O.[Na+] (sodium bicarbonate), crude intermediate, C(C1=CC=CC=C1)OC(=O)NC(C(=O)O)C(C)(C)C (2-benzyloxycarbonylamino-3,3-dimethylbutyric acid), C(CCl)Cl (EDC), C=1C=CC2=C(C1)N=NN2O (HOBT), N1=C(C=CC=C1C)C (lutidine), C[Si](C)(C)OS(=O)(=O)C(F)(F)F (trimethylsilyltrifluoromethane-sulfonate), C(C)(C)(C)OC(=O)N1[C@H](CCC1)C(NC=1C(OC(C1)=O)OCC)=O ((R)-2-(2-ethoxy-5-oxo-2,5-dihydrofuran-3-ylcarbamoyl)-pyrrolidine-1-carboxylic acid tert-butyl ester). Run in ClCCl (dichloromethane), C(C)(=O)OCC (ethyl acetate), ClCCl (dichloromethane). Reaction conditions: time 0.5 hour. The product is C(C1=CC=CC=C1)OC(NC(C(C)(C)C)C(=O)N1C(CCC1)C(NC1C(OC(C1)=O)OCC)=O)=O ({1-[2-(2-ethoxy-5-oxo-tetrahydrofuran-3-yl carbamoyl)-pyrrolidine-1-carbonyl]-2,2-dimethylpropyl}carbamic acid benzyl ester). Yield: 59.8%. As a reaction SMILES: C(O[C:6]([N:8]1[CH2:12][CH2:11][CH2:10][C@@H:9]1[C:13](=[O:24])[NH:14][C:15]1[CH:16]([O:21][CH2:22][CH3:23])[O:17][C:18](=[O:20])[CH:19]=1)=[O:7])(C)(C)C.N1C(C)=CC=CC=1C.C[Si](OS(C(F)(F)F)(=O)=O)(C)C.C(=O)(O)[O-].[Na+].[CH2:50]([O:57][C:58]([NH:60][CH:61]([C:65]([CH3:68])([CH3:67])[CH3:66])C(O)=O)=[O:59])[C:51]1[CH:56]=[CH:55][CH:54]=[CH:53][CH:52]=1.C(Cl)CCl.C1C=CC2N(O)N=NC=2C=1>ClCCl.C(OCC)(=O)C>[CH2:50]([O:57][C:58](=[O:59])[NH:60][CH:61]([C:6]([N:8]1[CH2:12][CH2:11][CH2:10][CH:9]1[C:13](=[O:24])[NH:14][CH:15]1[CH2:19][C:18](=[O:20])[O:17][CH:16]1[O:21][CH2:22][CH3:23])=[O:7])[C:65]([CH3:67])([CH3:66])[CH3:68])[C:51]1[CH:56]=[CH:55][CH:54]=[CH:53][CH:52]=1 |f:3.4|. Reported procedure: To a solution of (R)-2-(2-ethoxy-5-oxo-2,5-dihydrofuran-3-ylcarbamoyl)-pyrrolidine-1-carboxylic acid tert-butyl ester (X, R1=Et) (0.14 g, 0.41 mmol) (1H-NMR shows ˜8:2 syn:anti epimers) and lutidine (0.48 mL, 4.1 mmol) in dichloromethane (5 mL) at room temperature under nitrogen was dropwise added trimethylsilyltrifluoromethane-sulfonate (0.48 mL, 2.46 mmol). The reaction was stirred for 0.5 h, then was treated with saturated sodium bicarbonate, was extracted with three portions of dichlorometha... Starting materials: FC1=C(C(=CC(=C1)C1=NOC(N1)=O)F)N1CC(C(CC1)CN(C(OC(C)(C)C)=O)[C@H](C)C1=CC=CC2=CC=CC=C12)C1=CC=CC=C1 (tert-butyl ({1-[2,6-difluoro-4-(5-oxo-4,5-dihydro-1,2,4-oxadiazol-3-yl)phenyl]-3-phenylpiperidin-4-yl}methyl)[(1R)-1-(1-naphthyl)ethyl]carbamate), Cl.O1CCOCC1 (hydrogen chloride 1,4-dioxane). Reaction conditions: time 2 hour. As a reaction SMILES: [F:1][C:2]1[CH:7]=[C:6]([C:8]2[NH:12][C:11](=[O:13])[O:10][N:9]=2)[CH:5]=[C:4]([F:14])[C:3]=1[N:15]1[CH2:20][CH2:19][CH:18]([CH2:21][N:22]([C@@H:30]([C:32]2[C:41]3[C:36](=[CH:37][CH:38]=[CH:39][CH:40]=3)[CH:35]=[CH:34][CH:33]=2)[CH3:31])C(=O)OC(C)(C)C)[CH:17]([C:42]2[CH:47]=[CH:46][CH:45]=[CH:44][CH:43]=2)[CH2:16]1.[ClH:48].O1CCOCC1>>[ClH:48].[F:1][C:2]1[CH:7]=[C:6]([C:8]2[NH:12][C:11](=[O:13])[O:10][N:9]=2)[CH:5]=[C:4]([F:14])[C:3]=1[N:15]1[CH2:20][CH2:19][CH:18]([CH2:21][NH:22][C@@H:30]([C:32]2[C:41]3[C:36](=[CH:37][CH:38]=[CH:39][CH:40]=3)[CH:35]=[CH:34][CH:33]=2)[CH3:31])[CH:17]([C:42]2[CH:43]=[CH:44][CH:45]=[CH:46][CH:47]=2)[CH2:16]1 |f:1.2,3.4|. The product is Cl.FC=1C=C(C=C(C1N1CC(C(CC1)CN[C@H](C)C1=CC=CC2=CC=CC=C12)C1=CC=CC=C1)F)C1=NOC(N1)=O (3-{3,5-difluoro-4-[4-({[(1R)-1-(1-naphthyl)ethyl]amino}methyl)-3-phenylpiperidin-1-yl]phenyl}-1,2,4-oxadiazol-5(4H)-one hydrochloride). Procedure: To 183 mg of tert-butyl ({1-[2,6-difluoro-4-(5-oxo-4,5-dihydro-1,2,4-oxadiazol-3-yl)phenyl]-3-phenylpiperidin-4-yl}methyl)[(1R)-1-(1-naphthyl)ethyl]carbamate was added 1.5 mL of a 4 M hydrogen chloride/1,4-dioxane solution. After stirring at room temperature for 2 hours, the reaction mixture was concentrated under reduced pressure, and the residue was purified by silica gel column chromatography (chloroform/methanol), followed by addition of 0.5 mL of a 4 M hydrogen chloride/1,4-dioxane solution... The reactants are CC(C)Oc1c(C(=O)Nc2nnn[nH]2)sc2ccc(OCc3ccccc3)cc12, CC(=O)O. Yields the product CC(C)Oc1c(C(=O)Nc2nnn[nH]2)sc2ccc(O)cc12. Reaction SMILES: [CH3:1][CH:2]([CH3:3])[O:4][c:5]1[c:6]2[c:7]([s:8][c:9]1[C:10](=[O:11])[NH:12][c:13]1[n:14][n:15][n:16][nH:17]1)[cH:18][cH:19][c:20]([O:22][CH2:23][c:24]1[cH:25][cH:26][cH:27][cH:28][cH:29]1)[cH:21]2.[CH3:30][C:31](=[O:32])[OH:33]>>[CH3:1][CH:2]([CH3:3])[O:4][c:5]1[c:6]2[c:7]([s:8][c:9]1[C:10](=[O:11])[NH:12][c:13]1[nH:14][n:15][n:16][n:17]1)[cH:18][cH:19][c:20]([OH:22])[cH:21]2. Reactants: CC=1N=C(SC1C(=O)OC)C1=NC=CC=C1 (methyl 4-methyl-2-(pyridin-2-yl)thiazole-5-carboxylate), BrN1C(CCC1=O)=O (N-bromosuccinimide). Reagents/catalysts: C(C1=CC=CC=C1)(=O)OOC(C1=CC=CC=C1)=O (benzoyl peroxide). Solvent: C(Cl)(Cl)(Cl)Cl (carbon tetrachloride). Conditions: temperature 90 celsius. Product: BrCC=1N=C(SC1C(=O)OC)C1=NC=CC=C1 (methyl 4-(bromomethyl)-2-(pyridin-2-yl)thiazole-5-carboxylate). Yield: 100.5%. RXN SMILES: [CH3:1][C:2]1[N:3]=[C:4]([C:11]2[CH:16]=[CH:15][CH:14]=[CH:13][N:12]=2)[S:5][C:6]=1[C:7]([O:9][CH3:10])=[O:8].[Br:17]N1C(=O)CCC1=O>C(Cl)(Cl)(Cl)Cl.C(OOC(=O)C1C=CC=CC=1)(=O)C1C=CC=CC=1>[Br:17][CH2:1][C:2]1[N:3]=[C:4]([C:11]2[CH:16]=[CH:15][CH:14]=[CH:13][N:12]=2)[S:5][C:6]=1[C:7]([O:9][CH3:10])=[O:8]. Reported procedure: A mixture of the compound prepared in Example 151 (3.50 g) and N-bromosuccinimide (2.66 g) and benzoyl peroxide (0.362 g) in carbon tetrachloride (80 mL) was heated at 90° C. for 18 hours. The mixture was partitioned between a saturated aqueous sodium bicarbonate solution and dichloromethane. The organic layer was dried over anhydrous magnesium sulfate and concentrated to obtain the title compound (4.70 g) having the following physical data. Yields the product O1[C@H](COC2=C1C=CC=C2)C(=O)N2CCN(CC2)C(=O)OC(C)(C)C (tert-Butyl 4-[(2R)-2,3-dihydro-1,4-benzodioxin-2-ylcarbonyl]piperazine-1-carboxylate). Starting materials: N1(CCNCC1)C(=O)OC(C)(C)C (tert-butyl piperazine-1-carboxylate), C1(CCCCC1)N=C=NC1CCCCC1 (N,N′-dicyclohexylcarbodiimide), ON1N=NC2=C1C=CC=C2 (1-hydroxybenzotriazole), O1[C@H](COC2=C1C=CC=C2)C(=O)O ((2R)-2,3-dihydro-1,4-benzodioxin-2-carboxylic acid). The solvent is C(C)#N (acetonitrile). Reaction conditions: time 12 hour. Reported procedure: 5 g of (2R)-2,3-dihydro-1,4-benzodioxin-2-carboxylic acid (27.8 mmol) are dissolved in 300 ml of acetonitrile. 6 g of N,N′-dicyclohexylcarbodiimide (29.1 mmol) and then 4.1 g of 1-hydroxybenzotriazole (30.6 mmol) are added. Finally, 6.2 g of tert-butyl piperazine-1-carboxylate (33.4 mmol) are added and stirring is carried out for 12 hours at ambient temperature. The reaction mixture is subsequently filtered and the filtrate is then evaporated to dryness. The oil thereby obtained is purified by f... RXN SMILES: [O:1]1[C:6]2[CH:7]=[CH:8][CH:9]=[CH:10][C:5]=2[O:4][CH2:3][C@@H:2]1[C:11]([OH:13])=O.C1(N=C=NC2CCCCC2)CCCCC1.ON1C2C=CC=CC=2N=N1.[N:39]1([C:45]([O:47][C:48]([CH3:51])([CH3:50])[CH3:49])=[O:46])[CH2:44][CH2:43][NH:42][CH2:41][CH2:40]1>C(#N)C>[O:1]1[C:6]2[CH:7]=[CH:8][CH:9]=[CH:10][C:5]=2[O:4][CH2:3][C@@H:2]1[C:11]([N:42]1[CH2:41][CH2:40][N:39]([C:45]([O:47][C:48]([CH3:51])([CH3:50])[CH3:49])=[O:46])[CH2:44][CH2:43]1)=[O:13]. Starting materials: COCCOCCO (diethylene glycol monomethyl ether), [H-].[Na+] (sodium hydride), ICCCN1C(NC(C1=O)(C)C)(C)C (3-(3-iodopropyl)-2,2,5,5-tetramethylimidazolidin-4-one). Solvent: CN(C=O)C (N,N-dimethylformamide), CN(C=O)C (N,N-dimethylformamide). Conditions: time 8 hour. The product is COCCOCCOCCCN1C(NC(C1=O)(C)C)(C)C (3-(3-(2-(2-Methoxyethoxy)ethoxy)propyl)-2,2,5,5-tetramethylimidazolidin-4-one). Isolated yield 8.5%. RXN SMILES: [CH3:1][O:2][CH2:3][CH2:4][O:5][CH2:6][CH2:7][OH:8].[H-].[Na+].I[CH2:12][CH2:13][CH2:14][N:15]1[C:19](=[O:20])[C:18]([CH3:22])([CH3:21])[NH:17][C:16]1([CH3:24])[CH3:23]>CN(C)C=O>[CH3:1][O:2][CH2:3][CH2:4][O:5][CH2:6][CH2:7][O:8][CH2:12][CH2:13][CH2:14][N:15]1[C:19](=[O:20])[C:18]([CH3:22])([CH3:21])[NH:17][C:16]1([CH3:23])[CH3:24] |f:1.2|. Procedure details: Neat diethylene glycol monomethyl ether (1.30 mL, 11.0 mmol, 1.5 equiv.) was added dropwise to a suspension of sodium hydride (400 mg, 60% disp., 10 mmol, 1.35 equiv.) in N,N-dimethylformamide (10 mL) over 5 minutes. The mixture was stirred at room temperature for 15 minutes, before a solution of 3-(3-iodopropyl)-2,2,5,5-tetramethylimidazolidin-4-one (2.29 g, 7.38 mmol) in N,N-dimethylformamide (10 mL) was added via cannula over 15 minutes. The mixture was then stirred overnight at room temperat... The reactants are ClCCl, CCOC(=O)CSCc1ccc(F)cc1, O=C(OO)c1cccc(Cl)c1. The product is CCOC(=O)CS(=O)Cc1ccc(F)cc1. Reaction SMILES: [Cl:27][CH2:28][Cl:29].[F:1][c:2]1[cH:3][cH:4][c:5]([CH2:6][S:7][CH2:8][C:9](=[O:10])[O:11][CH2:12][CH3:13])[cH:14][cH:15]1.[OH:16][O:17][C:18]([c:19]1[cH:20][c:21]([Cl:22])[cH:23][cH:24][cH:25]1)=[O:26]>>[F:1][c:2]1[cH:3][cH:4][c:5]([CH2:6][S:7]([CH2:8][C:9](=[O:10])[O:11][CH2:12][CH3:13])=[O:16])[cH:14][cH:15]1. Reactants: [C-]#N, CO, CC(=O)CC1=Cc2ccccc2CC1, [Cl-], [K+], [NH4+], O. The product is CC(N)(C#N)CC1=Cc2ccccc2CC1. RXN SMILES: [C-:15]#[N:16].[CH3:20][OH:21].[CH:1]1=[C:2]([CH2:11][C:12]([CH3:13])=[O:14])[CH2:3][CH2:4][c:5]2[cH:6][cH:7][cH:8][cH:9][c:10]21.[Cl-:18].[K+:17].[NH4+:19].[OH2:22]>>[CH:1]1=[C:2]([CH2:11][C:12]([CH3:13])([C:15]#[N:16])[NH2:19])[CH2:3][CH2:4][c:5]2[cH:6][cH:7][cH:8][cH:9][c:10]21. Starting materials: C(C1=CC=CC=C1)OCC(C1=CC=C(C=C1)F)N1CCN(CC1)C(=O)OC(C)(C)C (1-[2-benzyloxy-1-(4-fluorophenyl)ethyl]-4-(tert-butyloxycarbonyl)piperazine), FC(C(=O)O)(F)F (trifluoroacetic acid). Run in C(Cl)Cl (CH2Cl2). The product is C(C1=CC=CC=C1)OCC(C1=CC=C(C=C1)F)N1CCNCC1 (1-[2-Benzyloxy-1-(4-fluorophenyl)ethyl]piperazine). The yield is 92.9%. RXN SMILES: [CH2:1]([O:8][CH2:9][CH:10]([N:18]1[CH2:23][CH2:22][N:21](C(OC(C)(C)C)=O)[CH2:20][CH2:19]1)[C:11]1[CH:16]=[CH:15][C:14]([F:17])=[CH:13][CH:12]=1)[C:2]1[CH:7]=[CH:6][CH:5]=[CH:4][CH:3]=1.FC(F)(F)C(O)=O>C(Cl)Cl>[CH2:1]([O:8][CH2:9][CH:10]([N:18]1[CH2:19][CH2:20][NH:21][CH2:22][CH2:23]1)[C:11]1[CH:16]=[CH:15][C:14]([F:17])=[CH:13][CH:12]=1)[C:2]1[CH:3]=[CH:4][CH:5]=[CH:6][CH:7]=1. Procedure details: In the same way as that described in Example 8, Step 4 using 1-[2-benzyloxy-1-(4-fluorophenyl)ethyl]-4-(tert-butyloxycarbonyl)piperazine (1.58 g, 3.8 mmol), trifluoroacetic acid (5 mL) and CH2Cl2 (50 mL). The piperazine (1.11 g, 92%) was isolated as a colourless oil. 1H NMR (250 MHz, CDCl3) δ2.36-2.57 (4H, m), 2.84-2.89 (4H, m), 3.49-3.54 (1H, m), 3.65 (1H, dd, J=9.9 and 5.4 Hz), 3.79 (1H, dd, J=9.9 and 5.8 Hz), 4.47 (2H, s), 6.99 (1H, dd, JHA-HB =8.7 Hz and JHA-F =8.7 Hz), 7.20-7.35 (7H, m). MS...